From a dataset of the Open Reaction Database (ORD), a public repository of structured organic reaction records. describe an organic reaction: reactants, conditions, products, and yield Starting materials: N1=C(C=CC=C1)C(CC=O)C1=NC=CC=C1 (3,3-bis-(2-pyridyl)propionaldehyde), N1C=CC2=C(C=CC=C12)N1CCNCC1 (1-(4-indolyl)piperazine), C(C)(=O)O[BH-](OC(C)=O)OC(C)=O.[Na+] (sodium triacetoxyborohydride), C([O-])([O-])=O.[Na+].[Na+] (sodium carbonate). The solvent is ClCCCl (1,2-dichloroethane), C(C)(=O)O (acetic acid), O (water). Run at time 24 hour. Product: N1C=CC2=C(C=CC=C12)N1CCN(CC1)CCC(C1=NC=CC=C1)C1=NC=CC=C1 (1-(4-1H-indolyl)-4-[3,3-bis-(2-pyridyl)propyl]piperazine). Yield: 13.0%. Reaction SMILES: [N:1]1[CH:6]=[CH:5][CH:4]=[CH:3][C:2]=1[CH:7]([C:11]1[CH:16]=[CH:15][CH:14]=[CH:13][N:12]=1)[CH2:8][CH:9]=O.[NH:17]1[C:25]2[C:20](=[C:21]([N:26]3[CH2:31][CH2:30][NH:29][CH2:28][CH2:27]3)[CH:22]=[CH:23][CH:24]=2)[CH:19]=[CH:18]1.C(O[BH-](OC(=O)C)OC(=O)C)(=O)C.[Na+].C(=O)([O-])[O-].[Na+].[Na+]>O.ClCCCl.C(O)(=O)C>[NH:17]1[C:25]2[C:20](=[C:21]([N:26]3[CH2:31][CH2:30][N:29]([CH2:9][CH2:8][CH:7]([C:11]4[CH:16]=[CH:15][CH:14]=[CH:13][N:12]=4)[C:2]4[CH:3]=[CH:4][CH:5]=[CH:6][N:1]=4)[CH2:28][CH2:27]3)[CH:22]=[CH:23][CH:24]=2)[CH:19]=[CH:18]1 |f:2.3,4.5.6|. Reported procedure: A mixture of 1.15 g of Compound 16B, 1.2 g of 1-(4-indolyl)piperazine (prepared as described in EP 138,280), 1.24 mL of acetic acid, 1.71 g of sodium triacetoxyborohydride and 85 mL of 1,2-dichloroethane was stirred at room temperature for 24 h. Afterwards it was diluted with water and alkalinized with sodium carbonate. The organic layer was dried on sodium sulphate and evaporated to dryness affording 1.53 g of crude, which was purified by flash chromatography (ethyl acetate-2.2 N methanolic amm...